Task: describe an organic reaction: reactants, conditions, products, and yield. Dataset: the Open Reaction Database (ORD), a public repository of structured organic reaction records Starting materials: C(C1=CC=CC=C1)OC=1C=C(C=O)C=CC1 (3-benzyloxybenzaldehyde), N\C(=C/C(=O)OCC1=CC=C(C=C1)C1=NNC(CC1)=O)\C (4-(6-oxo-1,4,5,6-tetrahydropyridazin-3-yl)benzyl 3-aminocrotonate), [N+](=O)([O-])CC(C)=O (nitroacetone). The solvent is C(C)(C)O (i-propanol). Yields the product C(C1=CC=CC=C1)OC=1C=C(C=CC1)C1C(=C(NC(=C1[N+](=O)[O-])C)C)C(=O)OCC1=CC=C(C=C1)C1=NNC(CC1)=O (4-(6-Oxo-1,4,5,6-tetrahydropyridazin-3-yl)benzyl 4-(3-benzyloxyphenyl)-1,4-dihydro-2,6-dimethyl-5-nitropyridine-3-carboxylate). RXN SMILES: [CH2:1]([O:8][C:9]1[CH:10]=[C:11]([CH:14]=[CH:15][CH:16]=1)[CH:12]=O)[C:2]1[CH:7]=[CH:6][CH:5]=[CH:4][CH:3]=1.[NH2:17]/[C:18](/[CH3:37])=[CH:19]\[C:20]([O:22][CH2:23][C:24]1[CH:29]=[CH:28][C:27]([C:30]2[CH2:35][CH2:34][C:33](=[O:36])[NH:32][N:31]=2)=[CH:26][CH:25]=1)=[O:21].[N+:38]([CH2:41][C:42](=O)[CH3:43])([O-:40])=[O:39]>C(O)(C)C>[CH2:1]([O:8][C:9]1[CH:10]=[C:11]([CH:12]2[C:41]([N+:38]([O-:40])=[O:39])=[C:42]([CH3:43])[NH:17][C:18]([CH3:37])=[C:19]2[C:20]([O:22][CH2:23][C:24]2[CH:25]=[CH:26][C:27]([C:30]3[CH2:35][CH2:34][C:33](=[O:36])[NH:32][N:31]=3)=[CH:28][CH:29]=2)=[O:21])[CH:14]=[CH:15][CH:16]=1)[C:2]1[CH:7]=[CH:6][CH:5]=[CH:4][CH:3]=1. Procedure details: 10 mmol of 3-benzyloxybenzaldehyde and 10 mmol of 4-(6-oxo-1,4,5,6-tetrahydropyridazin-3-yl)benzyl 3-aminocrotonate are heated at 60° C. for 8 hours in 30 ml of i-propanol, a total of 20 mmol of nitroacetone being added in portions. The product crystallizes after addition of a little petroleum ether and trituration. It is recrystallized from a little i-propanol. As a reaction SMILES: [NH2:1][C:2]([NH2:4])=[O:3].[Na].[C:6](OC)(=[O:13])[C:7]1[CH:12]=[CH:11][N:10]=[CH:9][CH:8]=1>N>[C:6]([NH:1][C:2]([NH2:4])=[O:3])(=[O:13])[C:7]1[CH:12]=[CH:11][N:10]=[CH:9][CH:8]=1 |^1:4|. Product: C(C1=CC=NC=C1)(=O)NC(=O)N (Isonicotinoyl Urea). Procedure details: Urea (7.5 g., 0.125 mole) is suspended in liquid ammonia (250 ml.) in a round bottom flask fitted with an acetone/dry-ice condenser. Sodium pellets (2.9 g., 0.125 mole) are added and, after they have dissolved, methyl isonicotinate (12 g., 0.089 mole) is added to the mixture. The ammonia is allowed to evaporate from the mixture overnight. The yellow-tan residue is dissolved in water (150 ml.), the pH of the mixture adjusted to 5.5 with glacial acetic acid, and the precipitate which forms filtere... Solvent: N (ammonia), N (ammonia). Starting materials: [Na] (Sodium), NC(=O)N (Urea), C(C1=CC=NC=C1)(=O)OC (methyl isonicotinate). Reactants: CC(=O)O, O=CC1CCCCC1, Cl, OCC1CCCNC1, C1CCOC1. The product is OCC1CCCN(CC2CCCCC2)C1. RXN SMILES: [CH3:17][C:18](=[O:19])[OH:20].[CH:9]1([CH:15]=[O:16])[CH2:10][CH2:11][CH2:12][CH2:13][CH2:14]1.[ClH:21].[NH:1]1[CH2:2][CH:3]([CH2:7][OH:8])[CH2:4][CH2:5][CH2:6]1.[O:22]1[CH2:23][CH2:24][CH2:25][CH2:26]1>>[N:1]1([CH2:15][CH:9]2[CH2:10][CH2:11][CH2:12][CH2:13][CH2:14]2)[CH2:2][CH:3]([CH2:7][OH:8])[CH2:4][CH2:5][CH2:6]1.